From a dataset of the Open Reaction Database (ORD), a public repository of structured organic reaction records. describe an organic reaction: reactants, conditions, products, and yield The reactants are C1CCOC1, CC(C)(C)[O-], CS(C)=O, Oc1ccc(Cl)c(Cl)c1, CSc1ccc(Cl)nc1C#N, [K+]. Yields the product CSc1ccc(Oc2ccc(Cl)c(Cl)c2)nc1C#N. Reaction SMILES: [CH2:27]1[O:28][CH2:29][CH2:30][CH2:31]1.[CH3:21][C:22]([CH3:23])([O-:24])[CH3:25].[CH3:32][S:33]([CH3:34])=[O:35].[Cl:12][c:13]1[cH:14][c:15]([OH:20])[cH:16][cH:17][c:18]1[Cl:19].[Cl:1][c:2]1[cH:3][cH:4][c:5]([S:10][CH3:11])[c:6]([C:8]#[N:9])[n:7]1.[K+:26]>>[c:2]1([O:20][c:15]2[cH:14][c:13]([Cl:12])[c:18]([Cl:19])[cH:17][cH:16]2)[cH:3][cH:4][c:5]([S:10][CH3:11])[c:6]([C:8]#[N:9])[n:7]1. Starting materials: COC=1C=C(OCC(=O)O)C=CC1 ((3-methoxyphenoxy)-acetic acid), C1(CC1)N (cyclopropylamine). Product: C1(CC1)NCCOC1=CC(=CC=C1)OC (Cyclopropyl-[2-(3-methoxyphenoxy)ethyl]amine). As a reaction SMILES: [CH3:1][O:2][C:3]1[CH:4]=[C:5]([CH:11]=[CH:12][CH:13]=1)[O:6][CH2:7][C:8](O)=O.[CH:14]1([NH2:17])[CH2:16][CH2:15]1>>[CH:14]1([NH:17][CH2:8][CH2:7][O:6][C:5]2[CH:11]=[CH:12][CH:13]=[C:3]([O:2][CH3:1])[CH:4]=2)[CH2:16][CH2:15]1. Procedure: Synthesized according to typical procedures C and D from (3-methoxyphenoxy)-acetic acid and cyclopropylamine. The reactants are [Br-], [K+], O=N[O-], CC(C)CC(N)C(=O)O, [Na+], O=S(=O)(O)O. Product: CC(C)CC(Br)C(=O)O. Reaction SMILES: [Br-:2].[K+:1].[N:12]([O-:13])=[O:14].[NH2:3][CH:4]([CH2:5][CH:6]([CH3:7])[CH3:8])[C:9](=[O:10])[OH:11].[Na+:15].[S:16](=[O:17])(=[O:18])([OH:19])[OH:20]>>[Br:2][CH:4]([CH2:5][CH:6]([CH3:7])[CH3:8])[C:9](=[O:10])[OH:11]. Isolated yield 71.0%. Reaction conditions: time 1 hour. Product: N1=CC(=CC2=CC=CC=C12)NC([C@H]1NC[C@@H](C1)NC([C@@H](CCC1=CC=CC=C1)O)=O)=O (trans-4-((R)-2-Hydroxy-4-Phenylbutrylamino)-L-Proline 3-Quinolylamide). Reported procedure: N-tert-butoxycarbonyl-trans-4-((R)-2-hydroxy-4-phenylbutyrylamino)-L-proline 3-quinolylamide (1.55 g) was dissolved in trifluoroacetic acid (10 mL)-chloroform (20 mL). After stirring for 1 hr, the reaction mixture was evaporated in vacuo. The residue was diluted with chloroform, and washed with saturated sodium hydrogen carbonate. The organic layer was dried over anhydrous sodium sulfate and evaporated in vacuo to give the title compound (888 mg) as a colorless foam. The solvent is FC(C(=O)O)(F)F (trifluoroacetic acid), C(Cl)(Cl)Cl (chloroform). As a reaction SMILES: [N:1]1[C:10]2[C:5](=[CH:6][CH:7]=[CH:8][CH:9]=2)[CH:4]=[C:3]([NH:11][C:12](=[O:38])[C@@H:13]2[CH2:17][C@@H:16]([NH:18][C:19](=[O:30])[C@H:20]([OH:29])[CH2:21][CH2:22][C:23]3[CH:28]=[CH:27][CH:26]=[CH:25][CH:24]=3)[CH2:15][N:14]2C(OC(C)(C)C)=O)[CH:2]=1>FC(F)(F)C(O)=O.C(Cl)(Cl)Cl>[N:1]1[C:10]2[C:5](=[CH:6][CH:7]=[CH:8][CH:9]=2)[CH:4]=[C:3]([NH:11][C:12](=[O:38])[C@@H:13]2[CH2:17][C@@H:16]([NH:18][C:19](=[O:30])[C@H:20]([OH:29])[CH2:21][CH2:22][C:23]3[CH:28]=[CH:27][CH:26]=[CH:25][CH:24]=3)[CH2:15][NH:14]2)[CH:2]=1. Starting materials: N1=CC(=CC2=CC=CC=C12)NC([C@H]1N(C[C@@H](C1)NC([C@@H](CCC1=CC=CC=C1)O)=O)C(=O)OC(C)(C)C)=O (N-tert-butoxycarbonyl-trans-4-((R)-2-hydroxy-4-phenylbutyrylamino)-L-proline 3-quinolylamide). Starting materials: C(C)C1CN(C2=CC=CC=C12)C1=NC(=NC(=N1)NC)C (4-(3-ethylindolin-1-yl)-2-methyl-6-methylamino-1,3,5-triazine), C1(=CC=CC=C1)OC1=CC=CC=C1 (diphenyl ether), CO (methanol). Reagents/catalysts: [Pd] (palladium on charcoal). The solvent is C(Cl)Cl (methylene chloride). The product is C(C)C1=CN(C2=CC=CC=C12)C1=NC(=NC(=N1)NC)C (4-(3-ethylindol-1-yl)-2-methyl-6-methylamino-1,3,5-triazine). The yield is 87.3%. As a reaction SMILES: [CH2:1]([CH:3]1[C:11]2[C:6](=[CH:7][CH:8]=[CH:9][CH:10]=2)[N:5]([C:12]2[N:17]=[C:16]([NH:18][CH3:19])[N:15]=[C:14]([CH3:20])[N:13]=2)[CH2:4]1)[CH3:2].C1(OC2C=CC=CC=2)C=CC=CC=1.CO>[Pd].C(Cl)Cl>[CH2:1]([C:3]1[C:11]2[C:6](=[CH:7][CH:8]=[CH:9][CH:10]=2)[N:5]([C:12]2[N:17]=[C:16]([NH:18][CH3:19])[N:15]=[C:14]([CH3:20])[N:13]=2)[CH:4]=1)[CH3:2]. Procedure: A mixture 4-(3-ethylindolin-1-yl)-2-methyl-6-methylamino-1,3,5-triazine (1.5 g, 5.6 mM), 30% w/w palladium on charcoal (0.15 g) and diphenyl ether (10 ml) was heated under reflux in an argon atmosphere for 45 minutes. The mixture was cooled to ambient temperature and methanol (10ml) and methylene chloride (20 ml) were added. The catalyst was removed by filtration through diatomaceous earth. The filtrate was evaporated to low volume by distillation in vacuo and then diluted with hexane (50 ml) to... Reactants: C(c1cc(cc(c1)[Br])[Cl])=O, CC1=CN=C(C=C1)N, [C-]#[N+]C1CCCCC1. Reagents/catalysts: O=C(O)C(F)(F)F (trifluoroacetic acid). Solvent: CC(C)O (isopropyl alcohol), CC(C)O (isopropylalcohol). Reaction conditions: temperature 22 celsius, time 20 hour. The product is Cc1ccc2nc(c3cc(cc(c3)[Br])[Cl])c(NC3CCCCC3)n2c1. Isolated yield 21.2%. Reaction SMILES: CC1=CC=C(N)N=C1.[C-]#[N+]C1CCCCC1.ClC1=CC(Br)=CC(C=O)=C1>>CC1=CN2C(C=C1)=NC(=C2NC1CCCCC1)C1=CC(Br)=CC(Cl)=C1. Starting materials: CCOCCO, Cn1ccnc1Sc1ccc(N)cc1Cl, N#Cc1cnc2sccc2c1Cl, Cl, c1ccncc1. Product: Cn1ccnc1Sc1ccc(Nc2c(C#N)cnc3sccc23)cc1Cl. Reaction SMILES: [CH3:35][CH2:36][O:37][CH2:38][CH2:39][OH:40].[Cl:1][c:2]1[cH:3][c:4]([NH2:5])[cH:6][cH:7][c:8]1[S:9][c:10]1[n:11]([CH3:15])[cH:12][cH:13][n:14]1.[Cl:23][c:24]1[c:25]2[c:26]([n:27][cH:28][c:29]1[C:30]#[N:31])[s:32][cH:33][cH:34]2.[ClH:16].[n:17]1[cH:18][cH:19][cH:20][cH:21][cH:22]1>>[Cl:1][c:2]1[cH:3][c:4]([NH:5][c:24]2[c:25]3[c:26]([n:27][cH:28][c:29]2[C:30]#[N:31])[s:32][cH:33][cH:34]3)[cH:6][cH:7][c:8]1[S:9][c:10]1[n:11]([CH3:15])[cH:12][cH:13][n:14]1. Reactants: [Li]CCCC, CCOC(C)=O, COc1cc(N2CCN(C(=O)Cn3nc(I)c4cccnc43)C(C)C2)c(F)cc1Cl, C1CCOC1, [Pd], c1ccc(P(c2ccccc2)c2ccccc2)cc1, c1ccc(P(c2ccccc2)c2ccccc2)cc1, c1ccc(P(c2ccccc2)c2ccccc2)cc1, c1ccc(P(c2ccccc2)c2ccccc2)cc1, c1cocn1. Yields the product COc1cc(N2CCN(C(=O)Cn3nc(-c4ncco4)c4cccnc43)C(C)C2)c(F)cc1Cl. RXN SMILES: [CH2:6]([Li:7])[CH2:8][CH2:9][CH3:10].[CH3:46][CH2:47][O:48][C:49](=[O:50])[CH3:51].[Cl:11][c:12]1[cH:13][c:14]([F:40])[c:15]([N:20]2[CH2:21][CH:22]([CH3:39])[N:23]([C:26]([CH2:27][n:28]3[n:29][c:30]([I:37])[c:31]4[c:32]3[n:33][cH:34][cH:35][cH:36]4)=[O:38])[CH2:24][CH2:25]2)[cH:16][c:17]1[O:18][CH3:19].[O:41]1[CH2:42][CH2:43][CH2:44][CH2:45]1.[Pd:128].[c:109]1([P:110]([c:111]2[cH:112][cH:113][cH:114][cH:115][cH:116]2)[c:117]2[cH:118][cH:119][cH:120][cH:121][cH:122]2)[cH:123][cH:124][cH:125][cH:126][cH:127]1.[c:52]1([P:53]([c:54]2[cH:55][cH:56][cH:57][cH:58][cH:59]2)[c:60]2[cH:61][cH:62][cH:63][cH:64][cH:65]2)[cH:66][cH:67][cH:68][cH:69][cH:70]1.[c:71]1([P:72]([c:73]2[cH:74][cH:75][cH:76][cH:77][cH:78]2)[c:79]2[cH:80][cH:81][cH:82][cH:83][cH:84]2)[cH:85][cH:86][cH:87][cH:88][cH:89]1.[c:90]1([P:91]([c:92]2[cH:93][cH:94][cH:95][cH:96][cH:97]2)[c:98]2[cH:99][cH:100][cH:101][cH:102][cH:103]2)[cH:104][cH:105][cH:106][cH:107][cH:108]1.[o:1]1[cH:2][n:3][cH:4][cH:5]1>>[o:1]1[c:2](-[c:30]2[n:29][n:28]([CH2:27][C:26]([N:23]3[CH:22]([CH3:39])[CH2:21][N:20]([c:15]4[c:14]([F:40])[cH:13][c:12]([Cl:11])[c:17]([O:18][CH3:19])[cH:16]4)[CH2:25][CH2:24]3)=[O:38])[c:32]3[c:31]2[cH:36][cH:35][cH:34][n:33]3)[n:3][cH:4][cH:5]1. Starting materials: FC(S(=O)(=O)OC1=NC(=C(C=C1)N1CCCN2C1=NC1=C2C(=CC=C1Cl)C(C(F)(F)F)OC(F)F)C)(F)F (5-{9-chloro-6-[1-(difluoromethoxy)-2,2,2-trifluoroethyl]-3,4-dihydropyrimido[1,2-a]benzimidazol-1(2H)-yl}-6-methylpyridin-2-yl trifluoromethanesulfonate), N1CCCC1 (pyrrolidine). Solvent: O (water), CN(C=O)C (N,N-dimethylformamide). Run at temperature 80 celsius, time 2.5 hour. Yields the product ClC1=CC=C(C=2N3C(=NC21)N(CCC3)C=3C(=NC(=CC3)N3CCCC3)C)C(C(F)(F)F)OC(F)F (9-Chloro-6-[1-(difluoromethoxy)-2,2,2-trifluoroethyl]-1-(2-methyl-6-pyrrolidin-1-ylpyridin-3-yl)-1,2,3,4-tetrahydropyrimido[1,2-a]benzimidazole). The yield is 88.0%. RXN SMILES: FC(F)(F)S(O[C:7]1[CH:12]=[CH:11][C:10]([N:13]2[C:18]3=[N:19][C:20]4[C:25]([Cl:26])=[CH:24][CH:23]=[C:22]([CH:27]([O:32][CH:33]([F:35])[F:34])[C:28]([F:31])([F:30])[F:29])[C:21]=4[N:17]3[CH2:16][CH2:15][CH2:14]2)=[C:9]([CH3:36])[N:8]=1)(=O)=O.[NH:39]1[CH2:43][CH2:42][CH2:41][CH2:40]1>CN(C)C=O.O>[Cl:26][C:25]1[C:20]2[N:19]=[C:18]3[N:13]([C:10]4[C:9]([CH3:36])=[N:8][C:7]([N:39]5[CH2:43][CH2:42][CH2:41][CH2:40]5)=[CH:12][CH:11]=4)[CH2:14][CH2:15][CH2:16][N:17]3[C:21]=2[C:22]([CH:27]([O:32][CH:33]([F:35])[F:34])[C:28]([F:31])([F:30])[F:29])=[CH:23][CH:24]=1. Procedure: To a solution of 5-{9-chloro-6-[1-(difluoromethoxy)-2,2,2-trifluoroethyl]-3,4-dihydropyrimido[1,2-a]benzimidazol-1(2H)-yl}-6-methylpyridin-2-yl trifluoromethanesulfonate (123.7 mg, 0.208 mmol) in N,N-dimethylformamide (2.5 mL) was added pyrrolidine (86.8 μL, 1.04 mmol). The reaction mixture was stirred at 80° C. for 2.5 hrs. The reaction mixture was diluted with water and extracted with ethyl acetate (×3). The combined organic layer was washed with water (×2) and brine (×1), dried over anhydrous... Starting materials: BrN1C(CCC1=O)=O (N-bromosuccinimide), BrC1=CC(=C(C(=O)OC)C=C1F)C (methyl 4-bromo-5-fluoro-2-methylbenzoate). Reagents/catalysts: C(C1=CC=CC=C1)(=O)OOC(C1=CC=CC=C1)=O (benzoyl peroxide). The solvent is C(Cl)(Cl)(Cl)Cl (carbon tetrachloride), C(Cl)Cl (methylene chloride). Product: BrC1=CC(=C(C(=O)OC)C=C1F)CBr (Methyl 4-bromo-2-(bromomethyl)-5-fluorobenzoate). The yield is 92.0%. Reaction SMILES: [Br:1][C:2]1[C:11]([F:12])=[CH:10][C:5]([C:6]([O:8][CH3:9])=[O:7])=[C:4]([CH3:13])[CH:3]=1.[Br:14]N1C(=O)CCC1=O>C(Cl)(Cl)(Cl)Cl.C(Cl)Cl.C(OOC(=O)C1C=CC=CC=1)(=O)C1C=CC=CC=1>[Br:1][C:2]1[C:11]([F:12])=[CH:10][C:5]([C:6]([O:8][CH3:9])=[O:7])=[C:4]([CH2:13][Br:14])[CH:3]=1. Procedure: A mixture of methyl 4-bromo-5-fluoro-2-methylbenzoate (1.0 g, 4.0 mmol) (Ellanoval Laboratories Cat. No. 38-0304), N-bromosuccinimide (900. mg, 5.06 mmol) and benzoyl peroxide (50 mg, 0.2 mmol) in carbon tetrachloride (50 mL) was refluxed under a nitrogen atmosphere for 4 h. After cooling the mixture was diluted with methylene chloride. The organic solution was washed with brine, then dried over Na2SO4. After filtration the filtrate was concentrated under reduced pressure. The residue was purifi...